From a dataset of the Open Reaction Database (ORD), a public repository of structured organic reaction records. describe an organic reaction: reactants, conditions, products, and yield Reactants: C(CCC)C=1N(C(=C(N1)Cl)C=O)CC1=CC=C(C=C1)C(C(=O)OC(C)(C)C)C1CCCC1 (tert-Butyl 2-[4-(2-butyl-4-chloro-5-formyl-imidazol-1-yl-methyl)phenyl]-2-cyclopentyl-acetate), [Mn](=O)(=O)(=O)[O-].C(CCC)[N+](CCCC)(CCCC)CCCC (tetrabutylammonium permanganate). Yields the product C(CCC)C=1N(C(=C(N1)Cl)C(=O)O)CC1=CC=C(C=C1)C(C(=O)OC(C)(C)C)C1CCCC1 (tert-Butyl 2-[4-(2-butyl-5-carboxy-4-chloro-imidazol-1-yl-methyl)phenyl]-2-cyclopentyl-acetate). As a reaction SMILES: [CH2:1]([C:5]1[N:6]([CH2:13][C:14]2[CH:19]=[CH:18][C:17]([CH:20]([CH:28]3[CH2:32][CH2:31][CH2:30][CH2:29]3)[C:21]([O:23][C:24]([CH3:27])([CH3:26])[CH3:25])=[O:22])=[CH:16][CH:15]=2)[C:7]([CH:11]=[O:12])=[C:8]([Cl:10])[N:9]=1)[CH2:2][CH2:3][CH3:4].[Mn]([O-])(=O)(=O)=[O:34].C([N+](CCCC)(CCCC)CCCC)CCC>>[CH2:1]([C:5]1[N:6]([CH2:13][C:14]2[CH:15]=[CH:16][C:17]([CH:20]([CH:28]3[CH2:29][CH2:30][CH2:31][CH2:32]3)[C:21]([O:23][C:24]([CH3:27])([CH3:26])[CH3:25])=[O:22])=[CH:18][CH:19]=2)[C:7]([C:11]([OH:34])=[O:12])=[C:8]([Cl:10])[N:9]=1)[CH2:2][CH2:3][CH3:4] |f:1.2|. Reported procedure: 6.9 g (15 mmol) of the compound from Example I are oxidised with tetrabutylammonium permanganate analogously to Example XCV. The product is recrystallised from ethyl acetate/petroleum ether (1:1). Run at time 1 hour. Procedure: Di (2-pyridyl)thiocarbonate (1.6 g, 7.2 mmol) was added to a stirred solution of 1,2,3,4-tetrahydro-N3,N3 -dipropyl-3,8-quinolinediamine (1.6 g, 6.7 mmol) in THF (50 mL). The solution was stirred for 1 hour, evaporated, and partitioned between chloroform and water. The chloroform phase was evaporated and chromatographed on silica gel using ethyl acetate:hexane (1:9) as the initial eluant to give 1.6 g of product. Crystallization from cyclohexane gave 1.3 g (67% of 5-(dipropylamino)-5,6-hydro-4H-... The product is C(CC)N(C1CN2C3=C(C=CC=C3C1)NC2=S)CCC (5-(Dipropylamino)-5,6-dihydro-4H-imidazo(4,5,1-ij)quinolin-2(1H)-thione). Yield: 82.5%. Reactants: N1=C(C=CC=C1)OC(OC1=NC=CC=C1)=S (Di (2-pyridyl)thiocarbonate), C(CC)N(C1CNC2=C(C=CC=C2C1)N)CCC (1,2,3,4-tetrahydro-N3,N3 -dipropyl-3,8-quinolinediamine). Run in C1CCOC1 (THF). As a reaction SMILES: N1C=CC=CC=1O[C:8](=[S:16])OC1C=CC=CN=1.[CH2:17]([N:20]([CH2:32][CH2:33][CH3:34])[CH:21]1[CH2:30][C:29]2[C:24](=[C:25]([NH2:31])[CH:26]=[CH:27][CH:28]=2)[NH:23][CH2:22]1)[CH2:18][CH3:19]>C1COCC1>[CH2:32]([N:20]([CH2:17][CH2:18][CH3:19])[CH:21]1[CH2:30][C:29]2[C:24]3=[C:25]([NH:31][C:8](=[S:16])[N:23]3[CH2:22]1)[CH:26]=[CH:27][CH:28]=2)[CH2:33][CH3:34].